Dataset: the Open Reaction Database (ORD), a public repository of structured organic reaction records. Task: describe an organic reaction: reactants, conditions, products, and yield Starting materials: C[O-], CCO, CSC1=[SH]CCN1, Cl, [Na+], OC1CNC1. Product: OC1CN(C2=[SH]CCN2)C1. Reaction SMILES: [CH3:14][O-:15].[CH3:17][CH2:18][OH:19].[CH3:7][S:8][C:9]1=[SH:10][CH2:11][CH2:12][NH:13]1.[ClH:6].[Na+:16].[OH:1][CH:2]1[CH2:3][NH:4][CH2:5]1>>[OH:1][CH:2]1[CH2:3][N:4]([C:9]2=[SH:10][CH2:11][CH2:12][NH:13]2)[CH2:5]1. Reactants: Cl (hydrochloric acid), [N+](=O)([O-])C1=C(N)C=C(C=C1)OC (2-nitro-5-methoxyaniline), N(=O)[O-].[Na+] (sodium nitrite). Run in O (water). Conditions: time 1 hour. The product is COC=1C=CC(=C(C1)C1=CC=CC=C1)[N+](=O)[O-] (5-methoxy-2-nitrobiphenyl). As a reaction SMILES: [N+:1]([C:4]1[CH:10]=[CH:9][C:8]([O:11][CH3:12])=[CH:7][C:5]=1N)([O-:3])=[O:2].Cl.N([O-])=O.[Na+]>O>[CH3:12][O:11][C:8]1[CH:9]=[CH:10][C:4]([N+:1]([O-:3])=[O:2])=[C:5]([C:4]2[CH:10]=[CH:9][CH:8]=[CH:7][CH:5]=2)[CH:7]=1 |f:2.3|. Procedure: A suspension of 2-nitro-5-methoxyaniline (3.7 g) in water (25 ml) was heated at 80° C. with 36% hydrochloric acid (7.7 ml) for 30 minutes. It was then treated dropwise with aqueous sodium nitrite solution (1.8 g in 5 ml H2O) at 0° C. After 1 hour, the mixture was filtered and the filtrate added at 23° C. to a solution of dimethylamine (35% aqueous solution, 3.9 ml) and sodium carbonate (8.2 g) in water (340 ml). After 12 hours at 23° C. a solid was collected by filtration and dissolved in benzen... Starting materials: C=CCCC(CC(OCC)OCC)OC, CC(=O)[O-], CCO, O=CO, Cl, NO, [Na+]. Yields the product C=CCCC(CC=NO)OC. As a reaction SMILES: [CH2:4]([O:5][CH:7]([O:6][CH2:16][CH3:17])[CH2:8][CH:9]([CH2:10][CH2:11][CH:12]=[CH2:13])[O:14][CH3:15])[CH3:18].[CH3:20][C:21](=[O:22])[O-:23].[CH3:27][CH2:28][OH:29].[CH:1]([OH:2])=[O:3].[ClH:24].[NH2:25][OH:26].[Na+:19]>>[CH:7]([CH2:8][CH:9]([CH2:10][CH2:11][CH:12]=[CH2:13])[O:14][CH3:15])=[N:25][OH:26]. Reactants: C1COCCO1, C=Cc1ccc2c(c1)C(=O)NCC2, [O-][I+3]([O-])([O-])[O-], [Na+], O. Product: O=Cc1ccc2c(c1)C(=O)NCC2. RXN SMILES: [CH2:20]1[O:21][CH2:22][CH2:23][O:24][CH2:25]1.[CH:1](=[CH2:2])[c:3]1[cH:4][cH:5][c:6]2[c:11]([cH:12]1)[C:10](=[O:13])[NH:9][CH2:8][CH2:7]2.[I+3:14]([O-:15])([O-:16])([O-:17])[O-:18].[Na+:19].[OH2:26]>>[CH:1]([c:3]1[cH:4][cH:5][c:6]2[c:11]([cH:12]1)[C:10](=[O:13])[NH:9][CH2:8][CH2:7]2)=[O:15]. Reactants: C(CCCCC)NCCCCC1=CC=C(C=C1)[N+](=O)[O-] (N-n-hexyl-4-(4-nitrophenyl)butylamine), CN(CCCCCC)CCCCC1=CC=C(C=C1)[N+](=O)[O-] (N-methyl-N-n-hexyl-4-(4-nitrophenyl)butylamine), amine, C=O (formaldehyde), Cl (hydrochloric acid), C(C(=O)O)(=O)O (oxalic acid). Run in C(=O)O (formic acid), C(C)(=O)OCC (ethyl acetate). Run at temperature 95 celsius. The product is C(C(=O)[O-])(=O)[O-].C[NH+](CCCCCC)CCCCC1=CC=C(C=C1)[N+](=O)[O-].C[NH+](CCCCCC)CCCCC1=CC=C(C=C1)[N+](=O)[O-] (N-Methyl-N-n-hexyl-4-(4-nitrophenyl)butylaminium oxalate). As a reaction SMILES: C(NCCCCC1C=CC([N+]([O-])=O)=CC=1)CCCCC.C=O.Cl.[CH3:24][N:25]([CH2:32][CH2:33][CH2:34][CH2:35][C:36]1[CH:41]=[CH:40][C:39]([N+:42]([O-:44])=[O:43])=[CH:38][CH:37]=1)[CH2:26][CH2:27][CH2:28][CH2:29][CH2:30][CH3:31].[C:45]([OH:50])(=[O:49])[C:46]([OH:48])=[O:47]>C(OCC)(=O)C.C(O)=O>[C:45]([O-:50])(=[O:49])[C:46]([O-:48])=[O:47].[CH3:24][NH+:25]([CH2:32][CH2:33][CH2:34][CH2:35][C:36]1[CH:37]=[CH:38][C:39]([N+:42]([O-:44])=[O:43])=[CH:40][CH:41]=1)[CH2:26][CH2:27][CH2:28][CH2:29][CH2:30][CH3:31].[CH3:24][NH+:25]([CH2:32][CH2:33][CH2:34][CH2:35][C:36]1[CH:37]=[CH:38][C:39]([N+:42]([O-:44])=[O:43])=[CH:40][CH:41]=1)[CH2:26][CH2:27][CH2:28][CH2:29][CH2:30][CH3:31] |f:7.8.9|. Procedure details: To a cold stirred solution of 2.0 g. of N-n-hexyl-4-(4-nitrophenyl)butylamine in 7 ml. of formic acid were added dropwise 7 ml. of 37% aqueous formaldehyde. The reaction mixture was heated to 95° C. and stirred at this temperature for sixteen hours. The reaction mixture next was cooled and acidified by the addition of 10 ml. of 4 N hydrochloric acid. The aqueous acid mixture was washed twice with diethyl ether, and then made alkaline by the addition of 5 N sodium hydroxide. The product was extra... Reactants: Nc1ccc(F)c(Br)c1, OB(O)c1ccoc1. Yields the product Nc1ccc(F)c(-c2ccoc2)c1. As a reaction SMILES: [Br:9][c:10]1[cH:11][c:12]([NH2:13])[cH:14][cH:15][c:16]1[F:17].[o:1]1[cH:2][c:3]([B:6]([OH:7])[OH:8])[cH:4][cH:5]1>>[o:1]1[cH:2][c:3](-[c:10]2[cH:11][c:12]([NH2:13])[cH:14][cH:15][c:16]2[F:17])[cH:4][cH:5]1.